This data is from the Open Reaction Database (ORD), a public repository of structured organic reaction records. The task is: describe an organic reaction: reactants, conditions, products, and yield Procedure details: A mixture of N-[1-(5-bromo-2-fluoro-phenyl)-2-hydroxy-1-hydroxymethyl-ethyl]-2-chloro-acetamide (6.34 g, 18.62 mmol) and potassium tert.-butoxide (2.09 g, 18.62 mmol) in 62 ml tBuOH was refluxed for 30 min. 19 ml 1 N HCl and water were added and the aqueous layer was extracted with EtOAc. The organic layer was washed with brine, dried with MgSO4 and evaporated. The crude product was recrystallized in Hex/EtOAc to provide the title compound as an off-white solid. The reactants are BrC=1C=CC(=C(C1)C(CO)(CO)NC(CCl)=O)F (N-[1-(5-bromo-2-fluoro-phenyl)-2-hydroxy-1-hydroxymethyl-ethyl]-2-chloro-acetamide), CC(C)([O-])C.[K+] (potassium tert.-butoxide), Cl (HCl), O (water). The solvent is CC(C)(C)O (tBuOH). As a reaction SMILES: [Br:1][C:2]1[CH:3]=[CH:4][C:5]([F:18])=[C:6]([C:8]([NH:13][C:14](=[O:17])[CH2:15]Cl)([CH2:11][OH:12])[CH2:9][OH:10])[CH:7]=1.CC(C)([O-])C.[K+].Cl.O>CC(O)(C)C>[Br:1][C:2]1[CH:3]=[CH:4][C:5]([F:18])=[C:6]([C:8]2([CH2:11][OH:12])[NH:13][C:14](=[O:17])[CH2:15][O:10][CH2:9]2)[CH:7]=1 |f:1.2|. Yields the product BrC=1C=CC(=C(C1)C1(COCC(N1)=O)CO)F (5-(5-Bromo-2-fluoro-phenyl)-5-hydroxymethyl-morpholin-3-one). Reactants: 4-t-butylcyclohexane 1,1-dihydroperoxide, C12=C(C(CC(C1(C)C)C2)C2(C(=C1C(C(C2)C1)(C)C)C)C1C(=C2C(C(C1)C2)(C)C)C)C (terpinene), C(C)(=O)OC=1C(=C(C=CC1)I)OC(C)=O (bisacetoxyiodobenzene). Run in C(Cl)(Cl)(Cl)Cl (carbon tetrachloride), C(Cl)(Cl)(Cl)Cl (carbon tetrachloride). Reaction conditions: time 0.5 hour. Yields the product C(C)(C)(C)C1CCC(CC1)=O (4-t-butyl cyclohexanone). As a reaction SMILES: [C:1]12C[CH:5]([C:6]1(C)C)[CH2:4][CH:3]([C:10]1([CH:20]3CC4CC(C4(C)C)=C3C)[CH2:15]C3CC(C3(C)C)=[C:11]1C)[C:2]=2C.C(OC1C(OC(=O)C)=C(I)C=CC=1)(=[O:33])C>C(Cl)(Cl)(Cl)Cl>[C:10]([CH:3]1[CH2:4][CH2:5][C:6](=[O:33])[CH2:1][CH2:2]1)([CH3:20])([CH3:15])[CH3:11]. Procedure details: To a 4-t-butylcyclohexane-1,1-dihydroperoxide and terpinene (trapping reagent) in a stirred room temperature solution of carbon tetrachloride was added, over a period of five to ten minutes, a solution of bisacetoxyiodobenzene (BAIB) in carbon tetrachloride. Rapid bubbling commenced upon addition of the BAIB solution and ceased within a few minutes after addition was completed. Stirring was continued for 0.5 h, after which the solution was filtered through a plug of silica, which was washed with... Starting materials: OC1=C(C=C(C=C1)C)C(CCCCCC)=O (1-(2-Hydroxy-5-methylphenyl)heptan-1-one), [OH-].[Na+] (sodium hydroxide), S(=O)(=O)(OC)OC (Dimethyl sulfate), S(=O)(=O)(OC)OC (Dimethyl sulfate), [OH-].[Na+] (sodium hydroxide). The solvent is C(C)O (ethanol). Reaction conditions: temperature 0 celsius. Yields the product COC1=C(C=C(C=C1)C)C(CCCCCC)=O (1-(2-methoxy-5-methylphenyl)heptan-1-one). Isolated yield 57.0%. As a reaction SMILES: [OH:1][C:2]1[CH:7]=[CH:6][C:5]([CH3:8])=[CH:4][C:3]=1[C:9](=[O:16])[CH2:10][CH2:11][CH2:12][CH2:13][CH2:14][CH3:15].[OH-].[Na+].S(OC)(O[CH3:23])(=O)=O>C(O)C>[CH3:23][O:1][C:2]1[CH:7]=[CH:6][C:5]([CH3:8])=[CH:4][C:3]=1[C:9](=[O:16])[CH2:10][CH2:11][CH2:12][CH2:13][CH2:14][CH3:15] |f:1.2|. Reported procedure: 1-(2-Hydroxy-5-methylphenyl)heptan-1-one (127 g, 0.61 mol), a 2.5N aqueous sodium hydroxide solution (250 ml) and ethanol (250 ml) were mixed, and this solution was cooled to 0° C. Dimethyl sulfate (60 ml) was added, and the mixture was refluxed under heating for 2 hours. Dimethyl sulfate (40 ml) and a 2.5N aqueous sodium hydroxide solution (170 ml) were further added, and the mixture was refluxed under heating for 2 hours. The reaction mature was concentrated under reduced pressure and the obta... The reactants are [C-]#N, C1CCOC1, [K+], O, Cc1ccc(S(=O)(=O)O)cc1, CC(C#N)(c1ccccc1)c1ccccc1. Yields the product CC(c1ccccc1)(c1ccccc1)C(O)C#N. RXN SMILES: [C-:28]#[N:29].[CH2:31]1[O:32][CH2:33][CH2:34][CH2:35]1.[K+:30].[OH2:36].[c:17]1([CH3:18])[cH:19][cH:20][c:21]([S:22]([OH:23])(=[O:24])=[O:25])[cH:26][cH:27]1.[c:1]1([C:7]([C:8]#[N:9])([CH3:10])[c:11]2[cH:12][cH:13][cH:14][cH:15][cH:16]2)[cH:2][cH:3][cH:4][cH:5][cH:6]1>>[c:1]1([C:7]([CH:8]([OH:24])[C:28]#[N:29])([CH3:10])[c:11]2[cH:12][cH:13][cH:14][cH:15][cH:16]2)[cH:2][cH:3][cH:4][cH:5][cH:6]1. The reactants are Cc1ccnc(Oc2cccc(C=C3CCN(C(=O)OC(C)(C)C)CC3)c2)c1, ClCCl, Cl, C1COCCO1. The product is Cl, Cc1ccnc(Oc2cccc(C=C3CCNCC3)c2)c1. As a reaction SMILES: [C:1]([O:2][C:3](=[O:4])[N:8]1[CH2:9][CH2:10][C:11](=[CH:14][c:15]2[cH:16][c:17]([O:21][c:22]3[n:23][cH:24][cH:25][c:26]([CH3:28])[cH:27]3)[cH:18][cH:19][cH:20]2)[CH2:12][CH2:13]1)([CH3:5])([CH3:6])[CH3:7].[Cl:36][CH2:37][Cl:38].[ClH:29].[O:30]1[CH2:31][CH2:32][O:33][CH2:34][CH2:35]1>>[ClH:29].[NH:8]1[CH2:9][CH2:10][C:11](=[CH:14][c:15]2[cH:16][c:17]([O:21][c:22]3[n:23][cH:24][cH:25][c:26]([CH3:28])[cH:27]3)[cH:18][cH:19][cH:20]2)[CH2:12][CH2:13]1.